Dataset: the Open Reaction Database (ORD), a public repository of structured organic reaction records. Task: describe an organic reaction: reactants, conditions, products, and yield Starting materials: C(=O)(OCC)C=1C=CC=2N(C1)C=CN2 (6-carboethoxyimidazo[1,2-a]pyridine), C1(CCCC1)N1N=C(C(=C1N)C(=O)N)CC (1-cyclopentyl-3-ethyl-5-amino-1H-pyrazole-4-carboxamide), [Na] (Sodium). Run in C(C)O (ethanol). Reaction conditions: time 60 hour. The product is C1(CCCC1)N1NC(=C2C1=NC(=NC2=O)C=2C=CC=1N(C2)C=CN1)CC (1-cyclopentyl-3-ethyl-6-(6-imidazo[1,2-a]pyridinyl)-pyrazolo[3,4-d]pyrimidin-4-one). Yield: 61.1%. Reaction SMILES: [Na].[C:2]([C:7]1[CH:8]=[CH:9][C:10]2[N:11]([CH:13]=[CH:14][N:15]=2)[CH:12]=1)(OCC)=O.[CH:16]1([N:21]2[C:25]([NH2:26])=[C:24]([C:27]([NH2:29])=[O:28])[C:23]([CH2:30][CH3:31])=[N:22]2)[CH2:20][CH2:19][CH2:18][CH2:17]1>C(O)C>[CH:16]1([N:21]2[C:25]3=[N:26][C:2]([C:7]4[CH:8]=[CH:9][C:10]5[N:11]([CH:13]=[CH:14][N:15]=5)[CH:12]=4)=[N:29][C:27](=[O:28])[C:24]3=[C:23]([CH2:30][CH3:31])[NH:22]2)[CH2:17][CH2:18][CH2:19][CH2:20]1 |^1:0|. Procedure details: Sodium metal (0.21 g, 9.2 mmol) was dissolved in ethanol (25 ml) and 6-carboethoxyimidazo[1,2-a]pyridine (1.75 g, 9.2 mmol) and 1-cyclopentyl-3-ethyl-5-amino-1H-pyrazole-4-carboxamide (1.02 g, 4.6 mmol) were added. The reaction mixture was heated to reflux for 24 hours, cooled to room temperature and stirred for 60 hours. The solvent was removed in vacuo, the residue was dissolved in water (100 ml) and the solution was neutralized by the addition of concentrated HCl. A precipitate was obtained w...